This data is from the Open Reaction Database (ORD), a public repository of structured organic reaction records. The task is: describe an organic reaction: reactants, conditions, products, and yield Starting materials: Cc1cnc(N)c(Br)c1, COCCOC, [Na+], [Na+], O=C([O-])[O-], OB(O)c1ccc(Oc2ccccc2)cc1, O, c1ccc(P(c2ccccc2)(c2ccccc2)[Pd](P(c2ccccc2)(c2ccccc2)c2ccccc2)(P(c2ccccc2)(c2ccccc2)c2ccccc2)P(c2ccccc2)(c2ccccc2)c2ccccc2)cc1. Yields the product Cc1cnc(N)c(-c2ccc(Oc3ccccc3)cc2)c1. RXN SMILES: [Br:1][c:2]1[c:3]([NH2:9])[n:4][cH:5][c:6]([CH3:8])[cH:7]1.[CH3:32][O:33][CH2:34][CH2:35][O:36][CH3:37].[Na+:26].[Na+:27].[O-:28][C:29](=[O:30])[O-:31].[O:10]([c:11]1[cH:12][cH:13][cH:14][cH:15][cH:16]1)[c:17]1[cH:18][cH:19][c:20]([B:23]([OH:24])[OH:25])[cH:21][cH:22]1.[OH2:38].[cH:39]1[cH:40][cH:41][c:42]([P:43]([Pd:44]([P:45]([c:46]2[cH:47][cH:48][cH:49][cH:50][cH:51]2)([c:52]2[cH:53][cH:54][cH:55][cH:56][cH:57]2)[c:58]2[cH:59][cH:60][cH:61][cH:62][cH:63]2)([P:64]([c:65]2[cH:66][cH:67][cH:68][cH:69][cH:70]2)([c:71]2[cH:72][cH:73][cH:74][cH:75][cH:76]2)[c:77]2[cH:78][cH:79][cH:80][cH:81][cH:82]2)[P:83]([c:84]2[cH:85][cH:86][cH:87][cH:88][cH:89]2)([c:90]2[cH:91][cH:92][cH:93][cH:94][cH:95]2)[c:96]2[cH:97][cH:98][cH:99][cH:100][cH:101]2)([c:102]2[cH:103][cH:104][cH:105][cH:106][cH:107]2)[c:108]2[cH:109][cH:110][cH:111][cH:112][cH:113]2)[cH:114][cH:115]1>>[c:2]1(-[c:20]2[cH:19][cH:18][c:17]([O:10][c:11]3[cH:12][cH:13][cH:14][cH:15][cH:16]3)[cH:22][cH:21]2)[c:3]([NH2:9])[n:4][cH:5][c:6]([CH3:8])[cH:7]1.